From a dataset of the Open Reaction Database (ORD), a public repository of structured organic reaction records. describe an organic reaction: reactants, conditions, products, and yield Starting materials: C(CC)=O (propionaldehyde), C(CC)=O (Propionaldehyde), Cl (HCl), C=1C=CC2=C(C1)C(=O)C=C(C2=O)O (lawsone), ice water. The solvent is C(C)(=O)O (acetic acid). Reaction conditions: time 1.25 hour. Yields the product OC=1C(C2=CC=CC=C2C(C1C=CC)=O)=O (2-hydroxy-3-propenyl-1,4-naphthoquinone). Reaction SMILES: [CH:1](=O)[CH2:2][CH3:3].Cl.[CH:6]1[CH:7]=[CH:8][C:9]2[C:16](=[O:17])[C:15]([OH:18])=[CH:14][C:12](=[O:13])[C:10]=2[CH:11]=1>C(O)(=O)C>[OH:18][C:15]1[C:16](=[O:17])[C:9]2[C:10]([C:12](=[O:13])[C:14]=1[CH:1]=[CH:2][CH3:3])=[CH:11][CH:6]=[CH:7][CH:8]=2. Reported procedure: Propionaldehyde (RCHO, R=propyl, 5.0 mL, 69.3 mmol) was added to a solution of concentrated HCl (2 mL) and lawsone (2.00 g, 11.5 mmol) in acetic acid (35 mL) at 60° C. After stirring for 1.25 hours, another portion of propionaldehyde was added (5.0 mL, 69.3 mmol). The solution was then stirred for an additional 1 hour. The solution was allowed to cool to room temperature, and then ice water (200 mL) was added to quench the reaction. The solution was extracted with diethyl ether (3×200 mL) and th... Reactants: NC1=CC=C(C=C1)O (4-aminophenol), N1C=NC=C1 (1H-imidazole), C(C)(C)[Si](Cl)(C(C)C)C(C)C (Triisopropyl chlorosilane). Solvent: ClCCl (dichloromethane). Conditions: time 2 hour. Yields the product CC(C)[Si](OC1=CC=C(N)C=C1)(C(C)C)C(C)C (4-[[tris(propan-2-yl)silyl]oxy]aniline). Yield: 70.0%. Reaction SMILES: [NH2:1][C:2]1[CH:7]=[CH:6][C:5]([OH:8])=[CH:4][CH:3]=1.N1C=CN=C1.[CH:14]([Si:17]([CH:22]([CH3:24])[CH3:23])([CH:19]([CH3:21])[CH3:20])Cl)([CH3:16])[CH3:15]>ClCCl>[CH3:15][CH:14]([Si:17]([CH:22]([CH3:24])[CH3:23])([CH:19]([CH3:21])[CH3:20])[O:8][C:5]1[CH:6]=[CH:7][C:2]([NH2:1])=[CH:3][CH:4]=1)[CH3:16]. Reported procedure: To a solution of 4-aminophenol (20 g, 183 mmol) in dichloromethane (300 ml) was added 1H-imidazole (16.2 g, 240 mmol, 1.3 eq.). Triisopropyl chlorosilane (53.1 g, 275 mmol, 1.5 eq.) was added dropwise with stirring for 2 hours at room temperature. The reaction mixture was filtered and the filtrate was concentrated under vacuum to give a residue, which was purified by silica gel column chromatography using 25% ethyl acetate in petroleum ether to afford 4-[[tris(propan-2-yl)silyl]oxy]aniline as br... As a reaction SMILES: [CH2:1](I)[C:2]([CH3:5])([CH3:4])[CH3:3].[CH3:7][S:8](=[S:11])([O-:10])=[O:9].[Na+].[Al].[I-]>O.CN(C=O)C>[CH3:7][S:8](=[S:11])([O:10][CH2:1][C:2]([CH3:5])([CH3:4])[CH3:3])=[O:9] |f:1.2|. Procedure: The reaction mixture of neopentyl iodide (3.054 g, 0.0154 mol), sodium methanethiosulfonate (2.272 g, 0.0170 mol) and dry DMF (4 mL) was heated at 90° C. for 90 hr. The reaction flask was wrapped with aluminum foil to avoid direct sunlight to the reaction mixture, since the iodide was sensitive to sunlight. At the end of the heating, the reaction mixture was red-brown in color. At room temperature, water (15 mL) was added and the mixture was extracted with ether (3×30 mL). The combined ether ext... The reactants are [I-] (iodide), C(C(C)(C)C)I (neopentyl iodide), CS(=O)([O-])=S.[Na+] (sodium methanethiosulfonate), [Al] (aluminum). Run in O (water), CN(C)C=O (DMF). The product is CS(=O)(OCC(C)(C)C)=S (Neopentyl Methanethiosulfonate). Reaction conditions: temperature 90 celsius. The reactants are CN1N=C(C=C1)C1=CC=CC=C1 (1-methyl-3-phenyl-1H-pyrazole), CN1N=CC=C1C1=CC=CC=C1 (1-methyl-5-phenyl-1H-pyrazole), C1CC(=O)N(C1=O)Br (NBS). Run in C(C)#N (acetonitrile). Run at temperature 70 celsius. Yields the product BrC=1C(=NN(C1)C)C1=CC=CC=C1 (4-bromo-1-methyl-3-phenyl-1H-pyrazole), BrC=1C=NN(C1C1=CC=CC=C1)C (4-bromo-1-methyl-5-phenyl-1H-pyrazole). Yield: 20.0%. As a reaction SMILES: [CH3:1][N:2]1[CH:6]=[CH:5][C:4]([C:7]2[CH:12]=[CH:11][CH:10]=[CH:9][CH:8]=2)=[N:3]1.[CH3:13][N:14]1[C:18]([C:19]2[CH:24]=[CH:23][CH:22]=[CH:21][CH:20]=2)=[CH:17][CH:16]=[N:15]1.C1C(=O)N([Br:32])C(=O)C1>C(#N)C>[Br:32][C:5]1[C:4]([C:7]2[CH:8]=[CH:9][CH:10]=[CH:11][CH:12]=2)=[N:3][N:2]([CH3:1])[CH:6]=1.[Br:32][C:17]1[CH:16]=[N:15][N:14]([CH3:13])[C:18]=1[C:19]1[CH:20]=[CH:21][CH:22]=[CH:23][CH:24]=1. Reported procedure: The mixture of isomers, 1-methyl-3-phenyl-1H-pyrazole and 1-methyl-5-phenyl-1H-pyrazole (1.0 g, 6.3 mmol) and NBS (1.1 g, 6.3 mmol) are combined in acetonitrile (25 ml), stirred and heated to 70° C. for 1 hr. The solution is concentrated and the crude product is purified by chromatography using a hexane-ethyl acetate gradient (100% hexane to 25% ethyl acetate in hexane) to elute 4-bromo-1-methyl-3-phenyl-1H-pyrazole (504 mg, 34% yield) and 4-bromo-1-methyl-5-phenyl-1H-pyrazole (295 mg, 20% yield...